This data is from the Open Reaction Database (ORD), a public repository of structured organic reaction records. The task is: describe an organic reaction: reactants, conditions, products, and yield Yields the product C(C1=CC=CC=C1)OCCCCCCCCCCBr (10-Benzyloxydecanyl bromide). Reported procedure: 10-Benzyloxydecanyl bromide was prepared by reacting 100 g of 1,10-dibromodecane with an equimolar amount of sodium benzyloxide in tetrahydrofuran under reflux conditions, filtering the precipitated material, concentrating the filtrate and distilling the concentrated filtrate under reduced pressure. Yield 46 g. B.P. 185° to 189° C./3 mmHg. RXN SMILES: Br[CH2:2][CH2:3][CH2:4][CH2:5][CH2:6][CH2:7][CH2:8][CH2:9][CH2:10][CH2:11][Br:12].[CH2:13]([O:20]CC1C=CC=CC=1)[C:14]1[CH:19]=[CH:18][CH:17]=[CH:16][CH:15]=1.[Na]>O1CCCC1>[CH2:13]([O:20][CH2:2][CH2:3][CH2:4][CH2:5][CH2:6][CH2:7][CH2:8][CH2:9][CH2:10][CH2:11][Br:12])[C:14]1[CH:19]=[CH:18][CH:17]=[CH:16][CH:15]=1 |f:1.2,^1:27|. Starting materials: BrCCCCCCCCCCBr (1,10-dibromodecane), C(C1=CC=CC=C1)OCC1=CC=CC=C1.[Na] (sodium benzyloxide). Solvent: O1CCCC1 (tetrahydrofuran). Reactants: [Ni] (Ni), C(CCC)[N+](CCCC)(CCCC)CCCC.ClC1=C(C(=C(C(=C1Cl)Cl)Cl)S)S (3,4,5,6-tetrachlorobenzene-1,2-dithiol-tetrabutyl ammonium salt). The product is [Ni].C(CCC)[N+](CCCC)(CCCC)CCCC.ClC1=CC=C(C(=C1)S)S.ClC1=CC=C(C(=C1)S)S (Ni bis(5-chlorobenzene-1,2-dithiol)-tetrabutyl ammonium salt). Reaction SMILES: [Ni:1].[CH2:2]([N+:6]([CH2:15][CH2:16][CH2:17][CH3:18])([CH2:11][CH2:12][CH2:13][CH3:14])[CH2:7][CH2:8][CH2:9][CH3:10])[CH2:3][CH2:4][CH3:5].Cl[C:20]1[C:25]([Cl:26])=[C:24](Cl)[C:23](Cl)=[C:22]([SH:29])[C:21]=1[SH:30]>>[Ni:1].[CH2:15]([N+:6]([CH2:2][CH2:3][CH2:4][CH3:5])([CH2:7][CH2:8][CH2:9][CH3:10])[CH2:11][CH2:12][CH2:13][CH3:14])[CH2:16][CH2:17][CH3:18].[Cl:26][C:25]1[CH:20]=[C:21]([SH:30])[C:22]([SH:29])=[CH:23][CH:24]=1.[Cl:26][C:25]1[CH:20]=[C:21]([SH:30])[C:22]([SH:29])=[CH:23][CH:24]=1 |f:1.2,3.4.5.6|. Procedure details: Ni-bis(3,4,5,6-tetrachlorobenzene-1,2-dithiol-tetrabutyl ammonium salt